Dataset: the Open Reaction Database (ORD), a public repository of structured organic reaction records. Task: describe an organic reaction: reactants, conditions, products, and yield Reactants: COC1=CC2=C(N=C(S2)NN=C(C#N)C#N)C=C1 (2-[(6-methoxybenzothiazol-2-yl)hydrazono]malononitrile), C(C)O (ethanol), C(CC#N)#N (malononitrile), O.NN (hydrazine hydrate). The product is COC=1C=CC2=C(N=C(S2)NN=C2C(=NN=C2N)N)C1 (4-[(5-methoxybenzothiazol-2-yl)hydrazono]-4H-pyrazole-3,5-diamine). Reaction SMILES: CO[C:3]1[CH:18]=[CH:17][C:6]2[N:7]=[C:8]([NH:10][N:11]=[C:12]([C:15]#[N:16])[C:13]#[N:14])[S:9][C:5]=2[CH:4]=1.C(#N)CC#N.O.[NH2:25][NH2:26].[CH2:27]([OH:29])C>>[CH3:27][O:29][C:18]1[CH:3]=[CH:4][C:5]2[S:9][C:8]([NH:10][N:11]=[C:12]3[C:13]([NH2:14])=[N:26][N:25]=[C:15]3[NH2:16])=[N:7][C:6]=2[CH:17]=1 |f:2.3|. Procedure details: 4-[(5-methoxybenzothiazol-2-yl)hydrazono]-4H-pyrazole-3,5-diamine was prepared using 2-[(6-methoxybenzothiazol-2-yl)hydrazono]malononitrile (200 mg), which was derived from 2-amino-6-methoxybensothiazole (1.17 g) and malononitrile (0.82 g), and hydrazine hydrate (0.2 mL) in ethanol. Solids had not formed after heating the reaction at 40° C. for 2 hrs. The solution was allowed to cool to ambient temperature and concentrated. The product was obtained after column chromatography purification (80 mg... Starting materials: ClC1=CC=C(C=C1)C=1C(=CC=CC1)N=C=S (4'-chloro-2-biphenylylisothiocyanate), N (ammonia). Solvent: C(C)O (ethanol). The product is ClC1=CC=C(C=C1)C1=C(C=CC=C1)NC(=S)N (N-(4'-chloro-2-biphenylyl)thiourea). RXN SMILES: [Cl:1][C:2]1[CH:7]=[CH:6][C:5]([C:8]2[C:9]([N:14]=[C:15]=[S:16])=[CH:10][CH:11]=[CH:12][CH:13]=2)=[CH:4][CH:3]=1.[NH3:17]>C(O)C>[Cl:1][C:2]1[CH:3]=[CH:4][C:5]([C:8]2[CH:13]=[CH:12][CH:11]=[CH:10][C:9]=2[NH:14][C:15]([NH2:17])=[S:16])=[CH:6][CH:7]=1. Reported procedure: Reaction of 4'-chloro-2-biphenylylisothiocyanate (7.6 g) with ethanol (100 ml) with 25% aqueous ammonia solution (15 ml) for 18 hours at ambient temperature yielded N-(4'-chloro-2-biphenylyl)thiourea (m.p. 175°-177° C.). The reactants are C([O-])(O)=O.[Na+] (Sodium bicarbonate), O1C(=CC=C1)C(CN1C=NC=C1)=O (1-(2-furanyl)-2-(1H-imidazol-1-yl)ethanone), Cl.CNO (N-methylhydroxylamine hydrochloride), C(C)(=O)[O-].[Na+] (sodium acetate). Product: O1C(=CC=C1)C(CN1C=NC=C1)=[N+](C)[O-] (1-(2-Furanyl)-2-( 1H-imidazol-1-yl)-N-methylethanimine N-oxide). Run in C(C)O (ethanol). Run at time 4 day. The yield is 33.4%. Reported procedure: Under a nitrogen atmosphere, a mixture of 21.32 g (0.121 mol) of 1-(2-furanyl)-2-(1H-imidazol-1-yl)ethanone (3), 15.16 g (0.182 mol) of N-methylhydroxylamine hydrochloride, and 14.89 g (0.182 mol) of sodium acetate in 400 ml of ethanol is stirred at ambient temperature for 4 days. Sodium bicarbonate (30.58 g, 0.364 mol) is added and the mixture filtered. The filtrate is concentrated in vacuo and flash-chromatographed on neutral silica gel using a 98:2 by volume mixture of chloroform and methanol... Reaction SMILES: [O:1]1[CH:5]=[CH:4][CH:3]=[C:2]1[C:6](=O)[CH2:7][N:8]1[CH:12]=[CH:11][N:10]=[CH:9]1.Cl.[CH3:15][NH:16][OH:17].C([O-])(=O)C.[Na+].C(=O)(O)[O-].[Na+]>C(O)C>[O:1]1[CH:5]=[CH:4][CH:3]=[C:2]1[C:6](=[N+:16]([O-:17])[CH3:15])[CH2:7][N:8]1[CH:12]=[CH:11][N:10]=[CH:9]1 |f:1.2,3.4,5.6|. The reactants are COC1=CC2=C(CCCC(C2)NCC2=CC=CC=C2)C=C1 ((6RS)-(3-methoxy-6,7,8,9-tetrahydro-5H-benzocyclohepten-6-yl)benzylamine). Reagents/catalysts: [Pd] (palladium). Solvent: CO (methanol). Conditions: time 1.5 hour. Yields the product COC1=CC2=C(CCCC(C2)N)C=C1 ((6RS)-(3-methoxy-6,7,8,9-tetrahydro-5H-benzocyclohepten-6-yl]amine). Isolated yield 29.9%. Reaction SMILES: [CH3:1][O:2][C:3]1[CH:21]=[CH:20][C:6]2[CH2:7][CH2:8][CH2:9][CH:10]([NH:12]CC3C=CC=CC=3)[CH2:11][C:5]=2[CH:4]=1>[Pd].CO>[CH3:1][O:2][C:3]1[CH:21]=[CH:20][C:6]2[CH2:7][CH2:8][CH2:9][CH:10]([NH2:12])[CH2:11][C:5]=2[CH:4]=1. Procedure details: A mixture of N-[(2R)-3-(3-methylsulfonylamino-4-benzyloxy)phenyl-2-hydroxypropyl]-N-[(6RS)-(3-methoxy-6,7,8,9-tetrahydro-5H-benzocyclohepten-6-yl)benzylamine (34 mg), 50% wet palladium (10%) on charcoal (10 mg) and methanol (1 ml) was stirred under hydrogen (1 atm) at room temperature for 1.5 hours. The reaction mixture was filtered and evaporated. The residue was purified by preparative TLC (eluent; 25% methanol-dichloromethane) to give N-[(2R)-3-(3-methylsulfonylamino-4-hydroxy)phenyl-2-hydrox...